From a dataset of the Open Reaction Database (ORD), a public repository of structured organic reaction records. describe an organic reaction: reactants, conditions, products, and yield Isolated yield 38.0%. The solvent is C1(=CC=CC=C1)C (toluene). Yields the product C1(CC1)[C@H]([C@@H](C(=O)OC)O)O (methyl (2S,3R)-3-cyclopropyl-2,3-dihydroxypropionate). Conditions: time 30 minute. RXN SMILES: [C:1](=[O:4])([O-])[O-].[K+].[K+].P(=O)(O)(O)O.C1(/C=[CH:16]/[C:17]([O:19][CH3:20])=O)CC1.S([O-])([O-])=[O:22].[Na+].[Na+].[C:27](O)([CH3:30])(C)[CH3:28].[OH2:32]>C1(C)C=CC=CC=1.[Fe-3](C#N)(C#N)(C#N)(C#N)(C#N)C#N.[K+].[K+].[K+].[Os](=O)(=O)(=O)=O>[CH:30]1([C@@H:1]([OH:4])[C@H:16]([OH:22])[C:17]([O:19][CH3:20])=[O:32])[CH2:27][CH2:28]1 |f:0.1.2,5.6.7,8.9,11.12.13.14|. Reactants: C1(CC1)/C=C/C(=O)OC (methyl trans-3-cyclopropylacrylate), S(=O)([O-])[O-].[Na+].[Na+] (sodium sulfite), P(O)(O)(O)=O (phosphoric acid), C([O-])([O-])=O.[K+].[K+] (potassium carbonate), 1,4-bis(9-O-dihydroquinidyl)phthalazine, C(C)(C)(C)O.O (tert-butanol water). Procedure details: (2)To a solution of 68.2 g of potassium ferricyanide and 28.6 g of potassium carbonate in 640 ml of tert-butanol-water (1:1) is added 0.537 g of 1,4-bis(9-O-dihydroquinidyl)phthalazine. The pH of the reaction mixture is adjusted to pH 10.9 with aqueous solution of phosphoric acid. After a solution of osmium tetroxide in 0.35 ml of toluene (0.393M) is added to the mixture, the resulting mixture is stirred at room temperature for 30 minutes. Then, methyl trans-3-cyclopropylacrylate is added to the... Reagents/catalysts: [Os](=O)(=O)(=O)=O (osmium tetroxide), [Fe-3](C#N)(C#N)(C#N)(C#N)(C#N)C#N.[K+].[K+].[K+] (potassium ferricyanide). Reactants: CI, O=[N+]([O-])c1cccc2c1CC1CSC(=S)N1C2. Yields the product [I-], CSC1=[N+]2Cc3cccc([N+](=O)[O-])c3CC2CS1. RXN SMILES: [CH3:18][I:19].[N+:1](=[O:2])([O-:3])[c:4]1[c:5]2[c:10]([cH:11][cH:12][cH:13]1)[CH2:9][N:8]1[CH:7]([CH2:6]2)[CH2:16][S:15][C:14]1=[S:17]>>[I-:19].[N+:1](=[O:2])([O-:3])[c:4]1[c:5]2[c:10]([cH:11][cH:12][cH:13]1)[CH2:9][N+:8]1=[C:14]([S:17][CH3:18])[S:15][CH2:16][CH:7]1[CH2:6]2. Reaction conditions: temperature -20 celsius, time 30 minute. The reactants are FC(C(=O)OCC)(F)F (ethyl trifluoroacetate), HCl ice water, C(CCC)[Li].CCCCCC (n-butyllithium hexane), BrC1=CC=C(C=C1)Cl (p-bromochlorobenzene). Isolated yield 60.1%. Procedure: Under a nitrogen atmosphere, 110 ml of n-butyllithium/hexane solution (0.95M solution) was added to a solution of 20 g of p-bromochlorobenzene in 200 ml of dry THF at -60° C. The reaction solution was stirred at -60° C. for 1 hour and at -20° C. for 30 minutes. A solution of 17.8 g of ethyl trifluoroacetate in 20 ml of dry THF was added to the reaction solution at -60° C., followed by stirring at that temperature for 1 hour. The reaction solution was poured into dilute HCl-ice water and extracte... RXN SMILES: C([Li])CCC.CCCCCC.Br[C:13]1[CH:18]=[CH:17][C:16]([Cl:19])=[CH:15][CH:14]=1.[F:20][C:21]([F:28])([F:27])[C:22](OCC)=[O:23]>C1COCC1>[CH:18]1[C:13]([C:22]([C:21]([F:28])([F:27])[F:20])=[O:23])=[CH:14][CH:15]=[C:16]([Cl:19])[CH:17]=1 |f:0.1|. Run in C1CCOC1 (THF), C1CCOC1 (THF). Product: C1=CC(=CC=C1C(=O)C(F)(F)F)Cl (4-chloro-α,α,α-trifluoroacetophenone). The reactants are FC(OC1=CC=C(CC(C#N)C#N)C=C1)(F)F ((4-(trifluoromethoxy)benzyl)malononitrile), compound ( 28 ), [H-].[Na+] (sodium hydride), ClC(=CCCl)Cl (1,1,3-trichloropropene). Run in CN(C=O)C (N,N-dimethylformamide). Yields the product ClC(=CCC(C#N)(C#N)CC1=CC=C(C=C1)OC(F)(F)F)Cl (2-(3,3-dichloro-2-propenyl)-2-(4-(trifluoromethoxy)benzyl)malononitrile). Isolated yield 28.0%. RXN SMILES: [F:1][C:2]([F:17])([F:16])[O:3][C:4]1[CH:15]=[CH:14][C:7]([CH2:8][CH:9]([C:12]#[N:13])[C:10]#[N:11])=[CH:6][CH:5]=1.[H-].[Na+].[Cl:20][C:21]([Cl:25])=[CH:22][CH2:23]Cl>CN(C)C=O>[Cl:20][C:21]([Cl:25])=[CH:22][CH2:23][C:9]([CH2:8][C:7]1[CH:6]=[CH:5][C:4]([O:3][C:2]([F:16])([F:17])[F:1])=[CH:15][CH:14]=1)([C:12]#[N:13])[C:10]#[N:11] |f:1.2|. Procedure details: Using 0.20 g of (4-(trifluoromethoxy)benzyl)malononitrile, 5 ml of N,N-dimethylformamide, 50 mg of sodium hydride (60% in oil), and 0.17 ml of 1,1,3-trichloropropene, and according to the process described in the Production Example 1, there was obtained 80 mg of 2-(3,3-dichloro-2-propenyl)-2-(4-(trifluoromethoxy)benzyl)malononitrile (the present compound (28)). Reaction SMILES: [CH2:1]([NH:4][C:5]1[C:14]([N+:15]([O-])=O)=[CH:13][C:8]([C:9]([O:11][CH3:12])=[O:10])=[C:7]([NH:18][C:19]2[CH:24]=[CH:23][C:22]([I:25])=[CH:21][C:20]=2[F:26])[C:6]=1[F:27])[CH:2]=[CH2:3].[Cl-].[NH4+].O>CO.O1CCOCC1.[Fe]>[CH2:1]([NH:4][C:5]1[C:14]([NH2:15])=[CH:13][C:8]([C:9]([O:11][CH3:12])=[O:10])=[C:7]([NH:18][C:19]2[CH:24]=[CH:23][C:22]([I:25])=[CH:21][C:20]=2[F:26])[C:6]=1[F:27])[CH:2]=[CH2:3] |f:1.2|. Procedure details: A suspension of methyl 4-(allylamino)-3-fluoro-2-(2-fluoro-4-iodophenylamino)-5-nitrobenzoate and ammonium chloride (4.42 g, 79 mmoles) in a mixture of MeOH (20 ml) and dioxane (20 ml) is heated until it became a clear solution. Iron powder (4.42 g, 79 mmoles) is added and the resulting mixture is heated under reflux overnight. Water is added and the reaction mixture is filtered through celite. The solvent is removed under reduced pressure and the crude material is purified by flash chromatograp... The reactants are C(C=C)NC1=C(C(=C(C(=O)OC)C=C1[N+](=O)[O-])NC1=C(C=C(C=C1)I)F)F (methyl 4-(allylamino)-3-fluoro-2-(2-fluoro-4-iodophenylamino)-5-nitrobenzoate), [Cl-].[NH4+] (ammonium chloride), O (Water). Solvent: CO (MeOH), O1CCOCC1 (dioxane). The reagents and catalysts are [Fe] (Iron). The product is C(C=C)NC1=C(C(=C(C(=O)OC)C=C1N)NC1=C(C=C(C=C1)I)F)F (Methyl 4-(allylamino)-5-amino-3-fluoro-2-(2-fluoro-4-iodophenylamino)benzoate). Reactants: OC1(c2cccc(Br)c2)CCOCC1, Cc1ccccc1, O, Cc1ccc(S(=O)(=O)O)cc1. The product is Brc1cccc(C2=CCOCC2)c1. Reaction SMILES: [Br:1][c:2]1[cH:3][c:4]([C:8]2([OH:14])[CH2:9][CH2:10][O:11][CH2:12][CH2:13]2)[cH:5][cH:6][cH:7]1.[CH3:27][c:28]1[cH:29][cH:30][cH:31][cH:32][cH:33]1.[OH2:15].[c:16]1([CH3:17])[cH:18][cH:19][c:20]([S:21]([OH:22])(=[O:23])=[O:24])[cH:25][cH:26]1>>[Br:1][c:2]1[cH:3][c:4]([C:8]2=[CH:9][CH2:10][O:11][CH2:12][CH2:13]2)[cH:5][cH:6][cH:7]1. Starting materials: COC(=O)NCC1CC(=NO1)C1=CC=CC=C1 (5-methoxycarbonylaminomethyl-3-phenyl-2-isoxazoline), [OH-].[K+] (potassium hydroxide). Solvent: Cl (hydrochloric acid). Yields the product NCC1CC(=NO1)C1=CC=CC=C1 (5-aminomethyl-3-phenyl-2-isoxazoline). RXN SMILES: COC([NH:5][CH2:6][CH:7]1[O:11][N:10]=[C:9]([C:12]2[CH:17]=[CH:16][CH:15]=[CH:14][CH:13]=2)[CH2:8]1)=O.[OH-].[K+]>Cl>[NH2:5][CH2:6][CH:7]1[O:11][N:10]=[C:9]([C:12]2[CH:17]=[CH:16][CH:15]=[CH:14][CH:13]=2)[CH2:8]1 |f:1.2|. Procedure details: A 5 g. portion of the product of Example 32 was slurried in 50 percent aqueous hydrochloric acid and refluxed overnight. The mixture was then cooled and neutralized with potassium hydroxide, and extracted with chloroform. The chloroform layer was concentrated to 10 ml., and eluted through a 12-meter column of polystyrene gel beads with chloroform as the eluting solvent. The desired product was the second fraction off the column. The yield was 2 g. of 5-aminomethyl-3-phenyl-2-isoxazoline, an oily...